Dataset: the Open Reaction Database (ORD), a public repository of structured organic reaction records. Task: describe an organic reaction: reactants, conditions, products, and yield Reactants: FC=1C=C(C=CC1)C1(CCC2(OCCO2)CC1)O (8-(3-fluorophenyl)-1,4-dioxaspiro[4,5]decan-8-ol), C1(=CC=C(C=C1)S(=O)(=O)O)C (p-toluenesulfonic acid), C1(=CC=CC=C1)C (toluene). Run in O (water). Conditions: temperature 30 celsius. Yields the product FC=1C=C(C=CC1)C1=CCC2(OCCO2)CC1 (8-(3-fluorophenyl)-1,4-dioxaspiro[4.5]dec-7-ene). Isolated yield 100.6%. As a reaction SMILES: [F:1][C:2]1[CH:3]=[C:4]([C:8]2(O)[CH2:17][CH2:16][C:11]3([O:15][CH2:14][CH2:13][O:12]3)[CH2:10][CH2:9]2)[CH:5]=[CH:6][CH:7]=1.C1(C)C=CC(S(O)(=O)=O)=CC=1.C1(C)C=CC=CC=1>O>[F:1][C:2]1[CH:3]=[C:4]([C:8]2[CH2:17][CH2:16][C:11]3([O:12][CH2:13][CH2:14][O:15]3)[CH2:10][CH:9]=2)[CH:5]=[CH:6][CH:7]=1. Procedure details: The compound (16) (74.6 g), p-toluenesulfonic acid (2.24 g) and toluene (350 ml) were mixed, and the mixture was heated under reflux for 3 hours while water being distilled was removed. The reaction mixture was cooled to 30° C., and then water (500 ml) and toluene (150 ml) were added and mixed to it. The mixture was then allowed to stand until it had separated into two phases, the organic and aqueous phases, and an extractive operation to an organic phase was carried out. The organic phase was f... Starting materials: C(CC(=O)OCC)(=O)OCC (diethyl malonate), BrCC1=C(C=CC=C1)C1=CC=CC=C1 (2-(Bromomethyl)biphenyl), [H-].[Na+] (sodium hydride), [H][H] (hydrogen). The solvent is C1=CC=CC=C1 (benzene), CN(C=O)C (dimethylformamide), O (water). Run at temperature 0 celsius, time 30 minute. Yields the product C1(=CC=CC=C1)C1=C(CC(C(=O)OCC)C(=O)OCC)C=CC=C1 (diethyl (2-phenylbenzyl)malonate). Yield: 97.1%. RXN SMILES: [H-].[Na+].[C:3]([O:11][CH2:12][CH3:13])(=[O:10])[CH2:4][C:5]([O:7][CH2:8][CH3:9])=[O:6].[H][H].Br[CH2:17][C:18]1[CH:23]=[CH:22][CH:21]=[CH:20][C:19]=1[C:24]1[CH:29]=[CH:28][CH:27]=[CH:26][CH:25]=1>CN(C)C=O.O.C1C=CC=CC=1>[C:24]1([C:19]2[CH:20]=[CH:21][CH:22]=[CH:23][C:18]=2[CH2:17][CH:4]([C:5]([O:7][CH2:8][CH3:9])=[O:6])[C:3]([O:11][CH2:12][CH3:13])=[O:10])[CH:25]=[CH:26][CH:27]=[CH:28][CH:29]=1 |f:0.1|. Procedure details: A stirred mixture of 12.5 g (0.54 mole) of sodium hydride (25 g of a 50% dispersion in mineral oil) in 300 ml of dimethylformamide and 900 ml of benzene was placed under a nitrogen atmosphere and cooled to 0° C. To this mixture, 104.3 g (0.9 moles) of diethyl malonate was added dropwise during a 5 minute period and the mixture was stirred until hydrogen evolution ceased. 2-(Bromomethyl)biphenyl (117 g, 0.47 mole) was then added at 0° C. Upon complete addition the reaction mixture was stirred at ... Starting materials: BrC(Br)(Br)Br, ClCCl, OCC1CCc2ccc(O)cc2O1, c1ccc(P(c2ccccc2)c2ccccc2)cc1. The product is Oc1ccc2c(c1)OC(CBr)CC2. RXN SMILES: [Br:14][C:15]([Br:16])([Br:17])[Br:18].[Cl:38][CH2:39][Cl:40].[OH:1][c:2]1[cH:3][cH:4][c:5]2[c:10]([cH:11]1)[O:9][CH:8]([CH2:12][OH:13])[CH2:7][CH2:6]2.[c:19]1([P:20]([c:21]2[cH:22][cH:23][cH:24][cH:25][cH:26]2)[c:27]2[cH:28][cH:29][cH:30][cH:31][cH:32]2)[cH:33][cH:34][cH:35][cH:36][cH:37]1>>[OH:1][c:2]1[cH:3][cH:4][c:5]2[c:10]([cH:11]1)[O:9][CH:8]([CH2:12][Br:14])[CH2:7][CH2:6]2. Reactants: BrC1=CC=C2CCC(=C(C2=C1)C(=O)OCC)O (ethyl 7-bromo-3,4-dihydro-2-hydroxy-1-naphthoate), [Na] (sodium), [OH-].[Na+] (NaOH), Cl.NC(=N)N (Guanidine hydrochloride). The solvent is C(C)O (ethanol), C(C)O (ethanol). Run at time 21.5 hour. The product is [O-]CC.[Na+] (sodium ethoxide), NC1=NC=2CCC3=C(C2C(N1)=O)C=C(C=C3)Br (3-amino-9-bromo-5,6-dihydrobenzo[f]quinazolin-1(2H)-one). RXN SMILES: [Na].Cl.[NH2:3][C:4]([NH2:6])=[NH:5].[Br:7][C:8]1[CH:17]=[C:16]2[C:11]([CH2:12][CH2:13][C:14](O)=[C:15]2[C:18]([O:20]CC)=[O:19])=[CH:10][CH:9]=1.[OH-].[Na+:25]>C(O)C>[O-:19][CH2:18][CH3:15].[Na+:25].[NH2:5][C:4]1[NH:6][C:18](=[O:20])[C:15]2[C:16]3[CH:17]=[C:8]([Br:7])[CH:9]=[CH:10][C:11]=3[CH2:12][CH2:13][C:14]=2[N:3]=1 |f:1.2,4.5,7.8,^1:0|. Procedure: A solution of sodium ethoxide was prepared by adding freshly cut sodium (2.72 g, 118 mmoles) to absolute ethanol (350 ml). Guanidine hydrochloride (11.3 g, 118 moles) was added and the mixture was stirred and heated to reflux under a nitrogen atmosphere. A solution of ethyl 7-bromo-3,4-dihydro-2-hydroxy-1-naphthoate (11.72 g, 39.4 mmoles) in absolute ethanol (75 ml) was added dropwise over 2.5 hours. Refluxing was continued for an additional 21.5 hours, after which time the mixture was cooled to... Reactants: O=C1CCc2ccccc2N1Cc1ccccc1, CN(C)P(=O)(N(C)C)N(C)C, ClCCCCI, C1CCOC1, O. Yields the product O=C1N(Cc2ccccc2)c2ccccc2CC12CCCC2. Reaction SMILES: [CH2:12]([c:13]1[cH:14][cH:15][cH:16][cH:17][cH:18]1)[N:19]1[C:20](=[O:29])[CH2:21][CH2:22][c:23]2[cH:24][cH:25][cH:26][cH:27][c:28]21.[CH3:1][N:2]([P:3]([N:4]([CH3:5])[CH3:6])([N:7]([CH3:8])[CH3:9])=[O:10])[CH3:11].[Cl:30][CH2:31][CH2:32][CH2:33][CH2:34][I:35].[O:37]1[CH2:38][CH2:39][CH2:40][CH2:41]1.[OH2:36]>>[CH2:12]([c:13]1[cH:14][cH:15][cH:16][cH:17][cH:18]1)[N:19]1[C:20](=[O:29])[C:21]2([CH2:22][c:23]3[cH:24][cH:25][cH:26][cH:27][c:28]31)[CH2:31][CH2:32][CH2:33][CH2:34]2. The reactants are N(=O)[O-].[Na+] (sodium nitrite), C([O-])(O)=O.[Na+] (sodium bicarbonate), ClC1=C2C(=CC(=NC2=CC=C1)N1CC2=C(CCC1)C=CC=C2)N (5-chloro-2-(1,3,4,5-tetrahydro-2H-2-benzazepin-2-yl)quinolin-4-amine), [Cl-].[Na+] (sodium chloride). The solvent is O (water), Cl (hydrochloric acid). Run at time 30 minute. Product: ClC1=CC(=NC2=CC=CC(=C12)Cl)N1CC2=C(CCC1)C=CC=C2 (2-(4,5-Dichloroquinolin-2-yl)-2,3,4,5-tetrahydro-1H-2-benzazepine). Reaction SMILES: [Cl:1][C:2]1[CH:11]=[CH:10][CH:9]=[C:8]2[C:3]=1[C:4](N)=[CH:5][C:6]([N:12]1[CH2:18][CH2:17][CH2:16][C:15]3[CH:19]=[CH:20][CH:21]=[CH:22][C:14]=3[CH2:13]1)=[N:7]2.N([O-])=O.[Na+].[Cl-:28].[Na+].C(=O)(O)[O-].[Na+]>Cl.O>[Cl:28][C:4]1[C:3]2[C:8](=[CH:9][CH:10]=[CH:11][C:2]=2[Cl:1])[N:7]=[C:6]([N:12]2[CH2:18][CH2:17][CH2:16][C:15]3[CH:19]=[CH:20][CH:21]=[CH:22][C:14]=3[CH2:13]2)[CH:5]=1 |f:1.2,3.4,5.6|. Procedure: To the suspension of 5-chloro-2-(1,3,4,5-tetrahydro-2H-2-benzazepin-2-yl)quinolin-4-amine (1.5 g, 4.6 mmol) in concentrated hydrochloric acid (10 mL) was added a solution of sodium nitrite (390 mg, 5.6 mmol) in water at −10° C. After the addition, the reaction mixture was stirred for further 30 minutes, and then sodium chloride (2 g) was added. The resulting mixture was stirred at room temperature overnight and neutralized with saturated sodium bicarbonate, extracted with dichloromethane (50 mL×... The reactants are CN(C(C)=O)C1CCN(CC1)C=1C(=NC2=CC=C(C=C2N1)C(=O)OC)C1=CC=CC=C1 (methyl 3-(4-(N-methylacetamido)piperidin-1-yl)-2-phenylquinoxaline-6-carboxylate), ClCCl (dichloromethane), [OH-].[Na+] (sodium hydroxide). Solvent: CO (MeOH), O (water). Reaction conditions: time 3 hour. Yields the product CN(C(C)=O)C1CCN(CC1)C=1C(=NC2=CC=C(C=C2N1)C(=O)O)C1=CC=CC=C1 (3-(4-(N-Methylacetamido)piperidin-1-yl)-2-phenylquinoxaline-6-carboxylic acid). RXN SMILES: [CH3:1][N:2]([CH:6]1[CH2:11][CH2:10][N:9]([C:12]2[C:13]([C:26]3[CH:31]=[CH:30][CH:29]=[CH:28][CH:27]=3)=[N:14][C:15]3[C:20]([N:21]=2)=[CH:19][C:18]([C:22]([O:24]C)=[O:23])=[CH:17][CH:16]=3)[CH2:8][CH2:7]1)[C:3](=[O:5])[CH3:4].ClCCl.[OH-].[Na+]>CO.O>[CH3:1][N:2]([CH:6]1[CH2:7][CH2:8][N:9]([C:12]2[C:13]([C:26]3[CH:27]=[CH:28][CH:29]=[CH:30][CH:31]=3)=[N:14][C:15]3[C:20]([N:21]=2)=[CH:19][C:18]([C:22]([OH:24])=[O:23])=[CH:17][CH:16]=3)[CH2:10][CH2:11]1)[C:3](=[O:5])[CH3:4] |f:2.3|. Procedure details: Into a 100-mL round-bottom flask, was placed a solution of methyl 3-(4-(N-methylacetamido)piperidin-1-yl)-2-phenylquinoxaline-6-carboxylate (77 mg, 0.18 mmol, 1.00 equiv) in MeOH (15 mL). Then dichloromethane (5 mL) was added. Finally to the above was added a solution of sodium hydroxide (700 mg, 17.50 mmol, 95.00 equiv) in water (3 mL). The resulting solution was stirred for 3 hr at room temperature. The resulting mixture was concentrated under vacuum, diluted with 10 ml of H2O. The pH value of... The reactants are C=O, CC(=O)O, CO, O=c1c2sc(-c3ccc(Cl)cc3)cc2cnn1Cc1cccc(OC2CCNCC2)n1, ClCCl. Product: CN1CCC(Oc2cccc(Cn3ncc4cc(-c5ccc(Cl)cc5)sc4c3=O)n2)CC1. Reaction SMILES: [CH2:32]=[O:33].[CH3:34][C:35](=[O:36])[OH:37].[CH3:41][OH:42].[Cl:1][c:2]1[cH:3][cH:4][c:5](-[c:8]2[cH:9][c:10]3[c:11]([c:12](=[O:30])[n:13]([CH2:16][c:17]4[n:18][c:19]([O:23][CH:24]5[CH2:25][CH2:26][NH:27][CH2:28][CH2:29]5)[cH:20][cH:21][cH:22]4)[n:14][cH:15]3)[s:31]2)[cH:6][cH:7]1.[Cl:38][CH2:39][Cl:40]>>[Cl:1][c:2]1[cH:3][cH:4][c:5](-[c:8]2[cH:9][c:10]3[c:11]([c:12](=[O:30])[n:13]([CH2:16][c:17]4[n:18][c:19]([O:23][CH:24]5[CH2:25][CH2:26][N:27]([CH3:34])[CH2:28][CH2:29]5)[cH:20][cH:21][cH:22]4)[n:14][cH:15]3)[s:31]2)[cH:6][cH:7]1. The reactants are Cl (hydrogen chloride), [OH-].[Na+] (sodium hydroxide), C(CCC)Br (n-butylbromide), ClC1=C(C=CC(=C1)Cl)[C@@](CN1C=NC=C1)(CS)O ((R)-2-(2,4-dichlorophenyl)-1-(imidazol- 1-yl)-3-mercapto-2-propanol). The solvent is CO (methanol), C(C)OCC (diethyl ether). Run at time 5 hour. The product is C(CCC)SC[C@@](CN1C=NC=C1)(O)C1=C(C=C(C=C1)Cl)Cl ((R)-3-(n-butylthio)-2-(2,4-dichlorophenyl)-1-(imidazol-1-yl)-2-propanol), Cl (hydrochloride). RXN SMILES: [OH-].[Na+].[CH2:3](Br)[CH2:4][CH2:5][CH3:6].[Cl:8][C:9]1[CH:14]=[C:13]([Cl:15])[CH:12]=[CH:11][C:10]=1[C@:16]([OH:25])([CH2:23][SH:24])[CH2:17][N:18]1[CH:22]=[CH:21][N:20]=[CH:19]1.[ClH:26]>CO.C(OCC)C>[CH2:3]([S:24][CH2:23][C@:16]([C:10]1[CH:11]=[CH:12][C:13]([Cl:15])=[CH:14][C:9]=1[Cl:8])([OH:25])[CH2:17][N:18]1[CH:22]=[CH:21][N:20]=[CH:19]1)[CH2:4][CH2:5][CH3:6].[ClH:26] |f:0.1|. Procedure: To a solution of sodium hydroxide (2 g) in methanol (100 ml) were added n-butylbromide (2 g) and (R)-2-(2,4-dichlorophenyl)-1-(imidazol-1-yl)-3-mercapto-2-propanol (II) obtained in Example 2 at a temperature of 20°-25° C. in nitrogen atmosphere. The mixture was stirred at 25°-30° C. for 5 hours and then concentrated under reduced pressure. The residue was treated with water (50 ml) and extracted with dichloromethane (50 ml). The extract was washed with water, dried over anhydrous magnesium sulfa...